This data is from the Open Reaction Database (ORD), a public repository of structured organic reaction records. The task is: describe an organic reaction: reactants, conditions, products, and yield The reactants are C(CC)N1CCCC1 (N-propylpyrrolidine), C(C)OCCl (chloromethyl ethyl ether). Run in CC(=O)C (acetone), O (water). Conditions: temperature 5 celsius, time 5 hour. Product: [Cl-].COC[N+]1(CCCC1)CCC (N-Methoxymethyl-N-Propylpyrrolidinium Chloride). Reaction SMILES: [CH2:1]([N:4]1[CH2:8][CH2:7][CH2:6][CH2:5]1)[CH2:2][CH3:3].[CH2:9]([O:11][CH2:12][Cl:13])C>CC(C)=O.O>[Cl-:13].[CH3:9][O:11][CH2:12][N+:4]1([CH2:1][CH2:2][CH3:3])[CH2:8][CH2:7][CH2:6][CH2:5]1 |f:4.5|. Reported procedure: A 36.33 g quantity of N-propylpyrrolidine was dissolved in 186 g of dehydrated acetone (up to 0.1% in water content), followed by replacement with nitrogen. To the solution was added dropwise 25.76 g of chloromethyl ethyl ether (reagent, product of Tokyo Kasei Co., Ltd. as purified by distillation) at 5° C. over a period of 1 hour. The mixture was stirred at 5° C. for 5 hours, whereby the reaction was terminated. The reaction mixture was filtered, washed with 100 g of acetone and dried in a vacu... Reactants: C(C1=CC=CC=C1)NCC=1C=C(C#N)C=CC1Br (3-(Benzylamino-methyl)-4-bromo-benzonitrile), C1(CC1)C(=O)Cl (cyclopropanecarbonyl chloride). Yields the product C(C1=CC=CC=C1)N(C(=O)C1CC1)CC1=C(C=CC(=C1)C#N)Br (cyclopropanecarboxylic acid benzyl-(2-bromo-5-cyano-benzyl)-amide). RXN SMILES: [CH2:1]([NH:8][CH2:9][C:10]1[CH:11]=[C:12]([CH:15]=[CH:16][C:17]=1[Br:18])[C:13]#[N:14])[C:2]1[CH:7]=[CH:6][CH:5]=[CH:4][CH:3]=1.[CH:19]1([C:22](Cl)=[O:23])[CH2:21][CH2:20]1>>[CH2:1]([N:8]([CH2:9][C:10]1[CH:11]=[C:12]([C:13]#[N:14])[CH:15]=[CH:16][C:17]=1[Br:18])[C:22]([CH:19]1[CH2:21][CH2:20]1)=[O:23])[C:2]1[CH:3]=[CH:4][CH:5]=[CH:6][CH:7]=1. Procedure: 3-(Benzylamino-methyl)-4-bromo-benzonitrile and cyclopropanecarbonyl chloride were reacted as described in Example 2, Step 3 to provide cyclopropanecarboxylic acid benzyl-(2-bromo-5-cyano-benzyl)-amide. Reactants: solution, [H-].[Al+3].[Li+].[H-].[H-].[H-] (lithium aluminum hydride), C(C)OC(=O)C1=NN2C(C(N(CC2)CC2=CC=CC=C2)=O)=C1 (4,5,6,7-tetrahydro-4-oxo-5-(phenylmethyl)-pyrazolo[1,5-a]pyrazine-2-carboxylic acid ethyl ester). Run in C1CCOC1 (THF), C1CCOC1 (THF). Run at time 30 minute. The product is C1(=CC=CC=C1)CN1CC=2N(CC1)N=C(C2)CO (4,5,6,7-tetrahydro-5-(phenylmethyl)-pyrazolo[1,5-a]pyrazine-2-methanol). The yield is 102.0%. Reaction SMILES: [H-].[Al+3].[Li+].[H-].[H-].[H-].C([O:9][C:10]([C:12]1[CH:28]=[C:15]2[C:16](=O)[N:17]([CH2:20][C:21]3[CH:26]=[CH:25][CH:24]=[CH:23][CH:22]=3)[CH2:18][CH2:19][N:14]2[N:13]=1)=O)C>C1COCC1>[C:21]1([CH2:20][N:17]2[CH2:18][CH2:19][N:14]3[N:13]=[C:12]([CH2:10][OH:9])[CH:28]=[C:15]3[CH2:16]2)[CH:22]=[CH:23][CH:24]=[CH:25][CH:26]=1 |f:0.1.2.3.4.5|. Procedure details: A 1M solution of lithium aluminum hydride in THF (6.5 mL, 6.5 mmol) was added dropwise to a stirred solution of 4,5,6,7-tetrahydro-4-oxo-5-(phenylmethyl)-pyrazolo[1,5-a]pyrazine-2-carboxylic acid ethyl ester (0.81 g, 2.7 mmol) in THF (16 mL) under N2 at 0° C. The reaction mixture was stirred at room temperature for 30 minutes, quenched with MeOH and the solvents evaporated in vacuo. The crude product was purified by flash column chromatography (silica; 7 M solution of ammonia in methanol in DCM ... Reactants: NC1=CC=CC=C1 (aniline), C(C)(C)(C)ON=O (t-butylnitrite), C(C)(C)(C)ON=O (t-butylnitrite), C(C=C)Br (allyl bromide), [N+](=O)([O-])C=1C=C(N)C=CC1 (3-nitroaniline). The solvent is CC#N (CH3CN). Reaction conditions: temperature 35 celsius, time 1 hour. Yields the product C(C=C)C=1C=C(C=CC1)[N+](=O)[O-] (3-allylnitrobenzene). The yield is 85.8%. Reaction SMILES: [C:1](ON=O)(C)([CH3:3])[CH3:2].C(Br)C=C.[N+:12]([C:15]1[CH:16]=[C:17]([CH:19]=[CH:20][CH:21]=1)N)([O-:14])=[O:13].NC1C=CC=CC=1>CC#N>[CH2:3]([C:17]1[CH:16]=[C:15]([N+:12]([O-:14])=[O:13])[CH:21]=[CH:20][CH:19]=1)[CH:1]=[CH2:2]. Procedure: To a solution of t-butylnitrite (535 μl, 4.5 mmol) and allyl bromide (3.9 ml, 45.0 mmol) in CH3CN (30 ml), 3-nitroaniline (414 mg, 3.0 mmol) was added during 20 minutes, while maintaining the temperature of the reaction mixture at 34-36° C. At the end of the addition of the aniline, extra t-butylnitrite (180 μl, 1.5 mmol) was added to the reaction mixture which then was stirred at 35° C. for one hour. The volatile material in the reaction mixture was removed at reduced pressure. Column chromatog...